This data is from the Open Reaction Database (ORD), a public repository of structured organic reaction records. The task is: describe an organic reaction: reactants, conditions, products, and yield The reactants are CO (MeOH), C[Si](C)(C)[N-][Si](C)(C)C.[Na+] (sodium bis(trimethylsilyl)amide), FC1=NC=C(C=C1C1=NC(=NC(=N1)C)N(CC1=CC=C(C=C1)OC)CC1=CC=C(C=C1)OC)CN1CCN(CC1)S(=O)(=O)C (4-(2-fluoro-5-((4-(methylsulfonyl)piperazin-1-yl)methyl)pyridin-3-yl)-N,N-bis(4-methoxybenzyl)-6-methyl-1,3,5-triazin-2-amine), C1=NC=CC2=CC=C(C=C12)N (isoquinolin-7-amine). The solvent is C(Cl)Cl (DCM), O1CCOCC1 (dioxane), [NH4+].[Cl-] (NH4Cl). Reaction conditions: temperature 0 celsius, time 16 hour. Product: COC1=CC=C(CN(C2=NC(=NC(=N2)C)C=2C(=NC=C(C2)CN2CCN(CC2)S(=O)(=O)C)NC2=CC=C3C=CN=CC3=C2)CC2=CC=C(C=C2)OC)C=C1 (N-(3-(4-(bis(4-methoxybenzyl)amino)-6-methyl-1,3,5-triazin-2-yl)-5-((4-(methylsulfonyl)piperazin-1-yl)methyl)pyridin-2-yl)isoquinolin-7-amine). Yield: 31.3%. As a reaction SMILES: F[C:2]1[C:7]([C:8]2[N:13]=[C:12]([CH3:14])[N:11]=[C:10]([N:15]([CH2:25][C:26]3[CH:31]=[CH:30][C:29]([O:32][CH3:33])=[CH:28][CH:27]=3)[CH2:16][C:17]3[CH:22]=[CH:21][C:20]([O:23][CH3:24])=[CH:19][CH:18]=3)[N:9]=2)=[CH:6][C:5]([CH2:34][N:35]2[CH2:40][CH2:39][N:38]([S:41]([CH3:44])(=[O:43])=[O:42])[CH2:37][CH2:36]2)=[CH:4][N:3]=1.[CH:45]1[C:54]2[C:49](=[CH:50][CH:51]=[C:52]([NH2:55])[CH:53]=2)[CH:48]=[CH:47][N:46]=1.C[Si]([N-][Si](C)(C)C)(C)C.[Na+].CO>O1CCOCC1.[NH4+].[Cl-].C(Cl)Cl>[CH3:24][O:23][C:20]1[CH:21]=[CH:22][C:17]([CH2:16][N:15]([CH2:25][C:26]2[CH:31]=[CH:30][C:29]([O:32][CH3:33])=[CH:28][CH:27]=2)[C:10]2[N:11]=[C:12]([CH3:14])[N:13]=[C:8]([C:7]3[C:2]([NH:55][C:52]4[CH:53]=[C:54]5[C:49]([CH:48]=[CH:47][N:46]=[CH:45]5)=[CH:50][CH:51]=4)=[N:3][CH:4]=[C:5]([CH2:34][N:35]4[CH2:40][CH2:39][N:38]([S:41]([CH3:44])(=[O:43])=[O:42])[CH2:37][CH2:36]4)[CH:6]=3)[N:9]=2)=[CH:18][CH:19]=1 |f:2.3,6.7|. Procedure: A glass microwave reaction vessel was charged with 4-(2-fluoro-5-((4-(methylsulfonyl)piperazin-1-yl)methyl)pyridin-3-yl)-N,N-bis(4-methoxybenzyl)-6-methyl-1,3,5-triazin-2-amine (400 mg, 0.643 mmol) and isoquinolin-7-amine (139 mg, 0.965 mmol) (Ark Pharm, Inc, Libertyville, Ill.) in dioxane (2 mL) and the reaction mixture was cooled at 0° C. To this solution, sodium bis(trimethylsilyl)amide (1.0N in THF, 2 mL, 2 mmol) was mixed. The red solution was stirred at 0° C. for 1 h and 25° C. for 16 h. T... The reactants are CCOC(=O)Cl, Nc1ccc(N2CCC3(CC2)OCCO3)c(F)c1, c1ccncc1. The product is CCOC(=O)Nc1ccc(N2CCC3(CC2)OCCO3)c(F)c1. RXN SMILES: [Cl:19][C:20](=[O:21])[O:22][CH2:23][CH3:24].[NH2:1][c:2]1[cH:3][cH:4][c:5]([N:9]2[CH2:10][CH2:11][C:12]3([O:13][CH2:14][CH2:15][O:16]3)[CH2:17][CH2:18]2)[c:6]([F:8])[cH:7]1.[cH:25]1[cH:26][cH:27][n:28][cH:29][cH:30]1>>[NH:1]([c:2]1[cH:3][cH:4][c:5]([N:9]2[CH2:10][CH2:11][C:12]3([O:13][CH2:14][CH2:15][O:16]3)[CH2:17][CH2:18]2)[c:6]([F:8])[cH:7]1)[C:20](=[O:21])[O:22][CH2:23][CH3:24]. Reactants: 1'-benzyl-1,3-dihydro, C1(=CC=CC=C1)N1CCC2(CC1)OCC1=CC=CC=C12 (phenylspiro[isobenzofuran-1,4'-piperidine]), Cl (hydrochloric acid). Reagents/catalysts: [Pd] (palladium on carbon). Solvent: C(C)O (ethanol). Product: C1(=CC=CC=C1)C1OC2(CCNCC2)C2=CC=CC=C12 (1,3-Dihydro-3-phenylspiro[isobenzofuran-1,4'-piperidine]). Reaction SMILES: C1([N:7]2[CH2:12][CH2:11][C:10]3([C:20]4[C:15](=[CH:16][CH:17]=[CH:18][CH:19]=4)[CH2:14][O:13]3)[CH2:9][CH2:8]2)C=CC=CC=1.Cl>[Pd].C(O)C>[C:15]1([CH:14]2[C:15]3[C:20](=[CH:19][CH:18]=[CH:17][CH:16]=3)[C:10]3([CH2:9][CH2:8][NH:7][CH2:12][CH2:11]3)[O:13]2)[CH:20]=[CH:19][CH:18]=[CH:17][CH:16]=1. Procedure: A mixture of 2.9 G. of 1'-benzyl-1,3-dihydro-3-phenylspiro[phenylspiro[isobenzofuran-1,4'-piperidine], (Example 4), 0.4 g. of 10% palladium on carbon, 20 ml. of 95% ethanol, and 2 ml. of conc. hydrochloric acid is hydrogenated at 50 p.s.i. and 50°. After hydrogen uptake ceases, the mixture is filtered and the filtrate concentrated. Recrystallization of the residue from cyclohexane provides colorless crystals, m.p. 119°-123°. The reactants are C(=C)(C)C=1C=C(C=C(C1[N+](=O)[O-])OC)N1CCOCC1 (4-(3-isopropenyl-5-methoxy-4-nitro-phenyl)-morpholine). Solvent: CO (methanol). Reaction conditions: time 16 hour. Yields the product C(C)(C)C1=C(C(=CC(=C1)N1CCOCC1)OC)N ((2-isopropyl-6-methoxy-4-morpholin-4-yl-phenyl)-amine). Reaction SMILES: [C:1]([C:4]1[CH:5]=[C:6]([N:15]2[CH2:20][CH2:19][O:18][CH2:17][CH2:16]2)[CH:7]=[C:8]([O:13][CH3:14])[C:9]=1[N+:10]([O-])=O)([CH3:3])=[CH2:2]>CO>[CH:1]([C:4]1[CH:5]=[C:6]([N:15]2[CH2:20][CH2:19][O:18][CH2:17][CH2:16]2)[CH:7]=[C:8]([O:13][CH3:14])[C:9]=1[NH2:10])([CH3:3])[CH3:2]. Procedure: A solution of 4-(3-isopropenyl-5-methoxy-4-nitro-phenyl)-morpholine (3.0 g, 10.7 mmol) in methanol (170 ml) is degassed and flushed with argon for 20 min. To the reaction mixture is added 10% palladium on carbon (1.1 g) and the resulting mixture is hydrogenated in a par shaker (50 psi) for 16 h. After completion of reaction (monitored by TLC), the mixture is filtered through a pad of celite. The filtrate is concentrated in vacuo yielding (2-isopropyl-6-methoxy-4-morpholin-4-yl-phenyl)-amine. The... Reactants: CNC(=S)NCCSCC1=NSC=C1Br (N-methyl-N'-[2-((4-bromo-3-isothiazolyl)methylthio)ethyl]thiourea), N#CN.[Pb] (lead cyanamide). Product: C(#N)NC(=NC)NCCSCC1=NSC=C1Br (N-cyano-N'-[2-((4-bromo-3-isothiazolyl)methylthio)ethyl]-N"-methylguanidine). Reaction SMILES: [CH3:1][NH:2][C:3]([NH:5][CH2:6][CH2:7][S:8][CH2:9][C:10]1[C:14]([Br:15])=[CH:13][S:12][N:11]=1)=S.[N:16]#[C:17][NH2:18].[Pb]>>[C:17]([NH:18][C:3]([NH:5][CH2:6][CH2:7][S:8][CH2:9][C:10]1[C:14]([Br:15])=[CH:13][S:12][N:11]=1)=[N:2][CH3:1])#[N:16] |f:1.2,^3:18|. Reported procedure: Reaction of N-methyl-N'-[2-((4-bromo-3-isothiazolyl)methylthio)ethyl]thiourea with lead cyanamide bby the procedure of Example 121 gives N-cyano-N'-[2-((4-bromo-3-isothiazolyl)methylthio)ethyl]-N"-methylguanidine. The reactants are O=C(O)c1ccc(Br)cc1F, O=C(Cl)C(=O)Cl, ClCCl, CN(C)C=O. Yields the product NC(=O)c1ccc(Br)cc1F. Reaction SMILES: [Br:1][c:2]1[cH:3][c:4]([F:11])[c:5]([C:6](=[O:7])[OH:8])[cH:9][cH:10]1.[Cl:12][C:13]([C:14]([Cl:15])=[O:16])=[O:17].[Cl:23][CH2:24][Cl:25].[O:18]=[CH:19][N:20]([CH3:21])[CH3:22]>>[Br:1][c:2]1[cH:3][c:4]([F:11])[c:5]([C:6](=[O:7])[NH2:20])[cH:9][cH:10]1. The reactants are [Cl-].C[NH+]1C(N(C=C1)C)SCC(CCl)=O (1,3-dimethyl-2-[(3-chloro-2-oxopropyl)thio]-1H-imidazolium chloride), CN1C(N(C(C1C)C)C)=S (1,3,4,5-tetramethylimidazoline-2-thione). The solvent is C(C)O (ethanol). Reaction conditions: time 3 hour. Product: [Cl-].[Cl-].C[NH+]1C(N(C=C1)C)SCC(CSC1[NH+](C(=C(N1C)C)C)C)=O (2-{(3-[(1,3-dimethyl-1H-imidazolium-2-yl)thio]-2-oxopropyl)thio}- 1,3,4,5-tetramethyl-1H-imidazolium dichloride). Reaction SMILES: [Cl-:1].[CH3:2][NH+:3]1[CH:7]=[CH:6][N:5]([CH3:8])[CH:4]1[S:9][CH2:10][C:11](=[O:14])[CH2:12][Cl:13].[CH3:15][N:16]1[CH:20]([CH3:21])[CH:19]([CH3:22])[N:18]([CH3:23])[C:17]1=[S:24]>C(O)C>[Cl-:13].[Cl-:1].[CH3:2][NH+:3]1[CH:7]=[CH:6][N:5]([CH3:8])[CH:4]1[S:9][CH2:10][C:11](=[O:14])[CH2:12][S:24][CH:17]1[N:18]([CH3:23])[C:19]([CH3:22])=[C:20]([CH3:21])[NH+:16]1[CH3:15] |f:0.1,4.5.6|. Procedure: To 0.255 g (0.001 mole) of 1,3-dimethyl-2-[(3-chloro-2-oxopropyl)thio]-1H-imidazolium chloride was added a solution of 0.156 g (0.001 mol) of 1,3,4,5-tetramethylimidazoline-2-thione in 5 mL of ethanol and the reaction mixture was stirred for 3 hours at ambient temperature. At the end of this period, the solvent was evaporated and the residue was crystallized from isopropyl alcohol-acetonehexane to obtain the desired 2-{(3-[(1,3-dimethyl-1H-imidazolium-2-yl)thio]-2-oxopropyl)thio}- 1,3,4,5-tetram...